Dataset: the Open Reaction Database (ORD), a public repository of structured organic reaction records. Task: describe an organic reaction: reactants, conditions, products, and yield The reactants are O=C([O-])[O-], CN(C)C=O, CS(=O)(=O)OCCCOc1c(Cl)cc(OCC=C(Cl)Cl)cc1Cl, [K+], [K+], N#Cc1ccc(O)cc1. Yields the product N#Cc1ccc(OCCCOc2c(Cl)cc(OCC=C(Cl)Cl)cc2Cl)cc1. Reaction SMILES: [C:33](=[O:34])([O-:35])[O-:36].[CH3:39][N:40]([CH3:41])[CH:42]=[O:43].[Cl:1][c:2]1[c:3]([O:4][CH2:5][CH2:6][CH2:7][O:8][S:9]([CH3:10])(=[O:11])=[O:12])[c:13]([Cl:23])[cH:14][c:15]([O:17][CH2:18][CH:19]=[C:20]([Cl:21])[Cl:22])[cH:16]1.[K+:37].[K+:38].[OH:24][c:25]1[cH:26][cH:27][c:28]([C:31]#[N:32])[cH:29][cH:30]1>>[Cl:1][c:2]1[c:3]([O:4][CH2:5][CH2:6][CH2:7][O:8][c:25]2[cH:26][cH:27][c:28]([C:31]#[N:32])[cH:29][cH:30]2)[c:13]([Cl:23])[cH:14][c:15]([O:17][CH2:18][CH:19]=[C:20]([Cl:21])[Cl:22])[cH:16]1. Reactants: OP(O)(=O)OP(=O)(O)O.C(C1=CC=CC=C1)(=O)OCCOC1=CC(=CC=C1)CN1C[C@@H](CC1)NC1=C2C=CN=CC2=CC=C1 ((R)-2-(3-((3-(isoquinolin-5-ylamino)pyrrolidin-1-yl)methyl)phenoxy)ethyl benzoate diphosphate), [OH-].[Na+] (sodium hydroxide). Run in O1CCCC1 (tetrahydrofuran). Reaction conditions: temperature 40 celsius, time 24 hour. Product: C1=NC=CC2=C(C=CC=C12)N[C@H]1CN(CC1)CC=1C=C(OCCO)C=CC1 ((R)-2-(3-((3-(isoquinolin-5-ylamino)pyrrolidin-1-yl)methyl)phenoxy)ethanol), solid. The yield is 99.0%. As a reaction SMILES: OP(OP(O)(O)=O)(=O)O.C([O:18][CH2:19][CH2:20][O:21][C:22]1[CH:27]=[CH:26][CH:25]=[C:24]([CH2:28][N:29]2[CH2:33][CH2:32][C@@H:31]([NH:34][C:35]3[CH:44]=[CH:43][CH:42]=[C:41]4[C:36]=3[CH:37]=[CH:38][N:39]=[CH:40]4)[CH2:30]2)[CH:23]=1)(=O)C1C=CC=CC=1.[OH-].[Na+]>O1CCCC1>[CH:40]1[C:41]2[C:36](=[C:35]([NH:34][C@@H:31]3[CH2:32][CH2:33][N:29]([CH2:28][C:24]4[CH:23]=[C:22]([CH:27]=[CH:26][CH:25]=4)[O:21][CH2:20][CH2:19][OH:18])[CH2:30]3)[CH:44]=[CH:43][CH:42]=2)[CH:37]=[CH:38][N:39]=1 |f:0.1,2.3|. Reported procedure: To a 500 mL flask equipped with an internal temperature probe and a mechanical stirrer were added 50 g of (R)-2-(3-((3-(isoquinolin-5-ylamino)pyrrolidin-1-yl)methyl)phenoxy)ethyl benzoate diphosphate (from Example 8), 72 mL of tetrahydrofuran and 90 mL of 2 N sodium hydroxide. The resulting mixture was warmed to 38-42° C. and held for 24 hours. Upon disappearance of starting material the tetrahydrofuran was removed by rotary evaporation. The resulting mixture was extracted with 200 ml of isoprop...